This data is from the Open Reaction Database (ORD), a public repository of structured organic reaction records. The task is: describe an organic reaction: reactants, conditions, products, and yield Reactants: C(#N)C1=CC=C(C=O)C=C1 (4-cyanobenzaldehyde), C1(=CC=CC=C1)C(C=O)C (2-phenylpropanal). Product: C(#N)C1=CC=C(C=C1)CC=O (4-Cyanophenylacetaldehyde). As a reaction SMILES: [C:1]([C:3]1[CH:10]=[CH:9][C:6]([CH:7]=O)=[CH:5][CH:4]=1)#[N:2].C1(C(C)[CH:18]=[O:19])C=CC=CC=1>>[C:1]([C:3]1[CH:10]=[CH:9][C:6]([CH2:7][CH:18]=[O:19])=[CH:5][CH:4]=1)#[N:2]. Procedure details: This compound was prepared from 4-cyanobenzaldehyde using a modification of a procedure previously used in the multi-step synthesis of 2-phenylpropanal {Allen, C. F. H.; van Allan, J., Org. Syn. Coll. Vol 3, 733-734 (1955)}. RXN SMILES: [CH2:1]([c:2]1[cH:3][cH:4][cH:5][cH:6][cH:7]1)[O:8][C:9](=[O:10])[CH:11]([CH2:12][CH:13]([C:14](=[O:15])[O:16][CH2:17][O:18][C:19]([C:20]([CH3:21])([CH3:22])[CH3:23])=[O:24])[CH2:25][c:26]1[cH:27][cH:28][cH:29][cH:30][cH:31]1)[CH2:32][c:33]1[cH:34][cH:35][cH:36][cH:37][cH:38]1.[CH3:39][CH2:40][OH:41]>>[O:8]=[C:9]([OH:10])[CH:11]([CH2:12][CH:13]([C:14](=[O:15])[O:16][CH2:17][O:18][C:19]([C:20]([CH3:21])([CH3:22])[CH3:23])=[O:24])[CH2:25][c:26]1[cH:27][cH:28][cH:29][cH:30][cH:31]1)[CH2:32][c:33]1[cH:34][cH:35][cH:36][cH:37][cH:38]1. Product: CC(C)(C)C(=O)OCOC(=O)C(Cc1ccccc1)CC(Cc1ccccc1)C(=O)O. Reactants: CC(C)(C)C(=O)OCOC(=O)C(Cc1ccccc1)CC(Cc1ccccc1)C(=O)OCc1ccccc1, CCO. Reactants: ClCC=1C=CC(=C(C1)O)OC1=NC(=CC=C1)F (5-(chloromethyl)-2-[(6-fluoropyridin-2-yl)oxy]phenol), [Na] (sodium), [I-].[Na+] (sodium iodide), CO (methanol), [NH4+].[Cl-] (NH4Cl). Conditions: time 8 hour. Product: FC1=CC=CC(=N1)OC1=C(C=C(C=C1)COC)O (2-[(6-fluoropyridin-2-yl)oxy]-5-(methoxymethyl)phenol). Isolated yield 100.0%. RXN SMILES: Cl[CH2:2][C:3]1[CH:4]=[CH:5][C:6]([O:10][C:11]2[CH:16]=[CH:15][CH:14]=[C:13]([F:17])[N:12]=2)=[C:7]([OH:9])[CH:8]=1.[Na].[I-].[Na+].[NH4+].[Cl-].[CH3:23][OH:24]>>[F:17][C:13]1[N:12]=[C:11]([O:10][C:6]2[CH:5]=[CH:4][C:3]([CH2:2][O:24][CH3:23])=[CH:8][C:7]=2[OH:9])[CH:16]=[CH:15][CH:14]=1 |f:2.3,4.5,^1:17|. Procedure: To a solution of 5-(chloromethyl)-2-[(6-fluoropyridin-2-yl)oxy]phenol (50 mg; 0.20 mmol), under argon, in methanol (1 mL) was added sodium methoxylate (3.94 mmol; 22 mg) and sodium iodide (0.07 mmol; 10 mg). The reaction mixture was allowed to stir at room temperature overnight. The reaction was hydrolysed with saturated NH4Cl (5 mL), extracted with ethyl acetate (3*2 mL), and washed with 5 mL of saturated NaHCO3. Combined organic phases were dried over Na2SO4, concentrated in vacuo, the title c... The reactants are FC=1C=C(C=NC1)C1=CN=C2N1C(=CC=C2)C(=O)[O-] (3-(5-fluoro-3-pyridinyl)imidazo[1,2-a]pyridine-5-carboxylate), [I-].[Li+] (lithium iodide), N1=CC=CC=C1 (pyridine). Product: NC=1C(=C(C=CC1)N[C@@H](C)C=1N=C2N(C(=CC=C2)C(=O)O)C1C=1C=NC=C(C1)F)C#N ((S)-2-(1-((3-amino-2-cyanophenyl)amino)ethyl)-3-(5-fluoropyridin-3-yl)imidazo[1,2-a]pyridine-5-carboxylic acid). RXN SMILES: [F:1][C:2]1[CH:3]=[C:4]([C:8]2[N:12]3[C:13]([C:17]([O-:19])=[O:18])=[CH:14][CH:15]=[CH:16][C:11]3=[N:10][CH:9]=2)[CH:5]=[N:6][CH:7]=1.[I-].[Li+].[N:22]1[CH:27]=[CH:26][CH:25]=[CH:24][CH:23]=1>>[NH2:22][C:27]1[C:4]([C:5]#[N:6])=[C:23]([NH:10][C@H:9]([C:9]2[N:10]=[C:11]3[CH:16]=[CH:15][CH:14]=[C:13]([C:17]([OH:19])=[O:18])[N:12]3[C:8]=2[C:4]2[CH:5]=[N:6][CH:7]=[C:2]([F:1])[CH:3]=2)[CH3:8])[CH:24]=[CH:25][CH:26]=1 |f:1.2|. Procedure details: A solution of methyl 2-((1S)-1-(6-amino-5-cyano-4-pyrimidinyl)amino)ethyl)-3-(5-fluoro-3-pyridinyl)imidazo[1,2-a]pyridine-5-carboxylate (0.060 g, 0.139 mmol) and lithium iodide (0.056 g, 0.416 mmol) in pyridine (0.73 mL) was stirred at 100° C. for 6 h. Volatiles were removed under reduced pressure to afford (S)-2-(1-((3-amino-2-cyanophenyl)amino)ethyl)-3-(5-fluoropyridin-3-yl)imidazo[1,2-a]pyridine-5-carboxylic acid as a dark residue. LC-MS (ESI) m/z 419.1 [M+H]+. Reactants: Cl (HCl), CCOCC (Ether), C(C)(C)(C)OC(C1=CC(=CC=C1)NC(=O)NC1C(N(C2=C(N(C1=O)C(C(N)=O)(C1=CC=C(C=C1)OC)C(C)C)C=CC=C2)C=2C=NC=CC2)=O)=O (3-(3-{1-[isopropyl-(4-methoxy-phenyl)-carbamoylmethyl]-2,4-dioxo-5-pyridin-3-yl-2,3,4,5-tetrahydro-1H-benzo[b][1,4]diazepin-3-yl}-ureido)-benzoic acid tert butyl ester), Cl (HCl). The solvent is O1CCOCC1 (dioxane), O1CCOCC1 (dioxane). Run at time 8 hour. The product is C(C)(C)C(N1C2=C(N(C(C(C1=O)NC(NC=1C=C(C(=O)O)C=CC1)=O)=O)C=1C=NC=CC1)C=CC=C2)(C(N)=O)C2=CC=C(C=C2)OC (3-(3-{1-[isopropyl-(4-methoxy-phenyl)-carbamoylmethyl]-2,4-dioxo-5-pyridin-3-yl-2,3,4,5-tetrahydro-1H-benzo[b][1,4]diazepin-3-yl}-ureido)-benzoic acid). As a reaction SMILES: C([O:5][C:6](=[O:51])[C:7]1[CH:12]=[CH:11][CH:10]=[C:9]([NH:13][C:14]([NH:16][CH:17]2[C:23](=[O:24])[N:22]([C:25]([CH:37]([CH3:39])[CH3:38])([C:29]3[CH:34]=[CH:33][C:32]([O:35][CH3:36])=[CH:31][CH:30]=3)[C:26](=[O:28])[NH2:27])[C:21]3[CH:40]=[CH:41][CH:42]=[CH:43][C:20]=3[N:19]([C:44]3[CH:45]=[N:46][CH:47]=[CH:48][CH:49]=3)[C:18]2=[O:50])=[O:15])[CH:8]=1)(C)(C)C.Cl.CCOCC>O1CCOCC1>[CH:37]([C:25]([C:29]1[CH:34]=[CH:33][C:32]([O:35][CH3:36])=[CH:31][CH:30]=1)([C:26](=[O:28])[NH2:27])[N:22]1[C:23](=[O:24])[CH:17]([NH:16][C:14](=[O:15])[NH:13][C:9]2[CH:8]=[C:7]([CH:12]=[CH:11][CH:10]=2)[C:6]([OH:51])=[O:5])[C:18](=[O:50])[N:19]([C:44]2[CH:45]=[N:46][CH:47]=[CH:48][CH:49]=2)[C:20]2[CH:43]=[CH:42][CH:41]=[CH:40][C:21]1=2)([CH3:39])[CH3:38]. Procedure: A mixture of 3-(3-{1-[isopropyl-(4-methoxy-phenyl)-carbamoylmethyl]-2,4-dioxo-5-pyridin-3-yl-2,3,4,5-tetrahydro-1H-benzo[b][1,4]diazepin-3-yl}-ureido)-benzoic acid tert butyl ester (115 mg, 0.224 mmol) and 4N HCl in dioxane (1 ml) was stirred at rt for 1.75 h after which time a further 1 ml of 4N HCl in dioxane was added and the reaction mixture stirred at rt overnight. Ether (20 ml) was added and the resultant precipitate was triturated with ether (3×30 ml) to afford the title compound as a whi... RXN SMILES: [C:1]([CH:5]([C:9]1[CH:14]=[CH:13][CH:12]=[CH:11][CH:10]=1)[CH2:6][C:7]#[N:8])(OC)=[O:2].[BH4-].[Na+].Cl>C(COC)OC.CCOCC>[OH:2][CH2:1][CH:5]([C:9]1[CH:14]=[CH:13][CH:12]=[CH:11][CH:10]=1)[CH2:6][C:7]#[N:8] |f:1.2|. The product is OCC(CC#N)C1=CC=CC=C1 (β-(hydroxymethyl)-β-phenylpropionitrile). Run in CCOCC (Et2O), C(OC)COC (dimethoxyethane). Procedure details: β-(Carbomethoxy)-β-phenylpropionitrile (144 g, 0.76 mol) is dissolved in dimethoxyethane (1500 mL) and NaBH4 (63.5 g, 1.67 mol) is cautiously added. The reaction mixture is stirred for 30 minutes and then heated at reflux for 2 hours. After this time the resulting solution is allowed to cool to ambient temperature and is poured onto ice. The mixture is then treated with 2N HCl (1500 mL) and is subsequently diluted with Et2O (1500 mL). The organic phase is washed with H2O (1×1000 mL), saturated N... Reaction conditions: time 30 minute. Starting materials: [BH4-].[Na+] (NaBH4), C(=O)(OC)C(CC#N)C1=CC=CC=C1 (β-(Carbomethoxy)-β-phenylpropionitrile), Cl (HCl). The reactants are CC1=CC=CC(=C1C)C(=O)C (2,3-dimethylacetophenone), C(C)OC(N1C=NC=C1)OCC (1-(Diethoxymethyl)imidazole), CN(C)CCN(C)C (N,N,N,N-tetramethylethylene diamine), C(CCC)[Li] (n-Butyl lithium). The solvent is CC1OCCC1 (2-methyltetrahydrofuran). Run at temperature -40 celsius. Yields the product CC1=C(C=CC=C1C)C(C)(O)C=1NC=CN1 (1-(2,3-Dimethylphenyl)-1-(1H-imidazol-2-yl)ethanol). Yield: 76.1%. Reaction SMILES: C(OC(OCC)[N:5]1[CH:9]=[CH:8][N:7]=[CH:6]1)C.CN(CCN(C)C)C.C([Li])CCC.[CH3:26][C:27]1[C:32]([CH3:33])=[C:31]([C:34]([CH3:36])=[O:35])[CH:30]=[CH:29][CH:28]=1>CC1CCCO1>[CH3:33][C:32]1[C:27]([CH3:26])=[CH:28][CH:29]=[CH:30][C:31]=1[C:34]([C:6]1[NH:5][CH:9]=[CH:8][N:7]=1)([OH:35])[CH3:36]. Procedure details: 1-(Diethoxymethyl)imidazole (76.0 g, 446 mmol) and N,N,N,N-tetramethylethylene diamine (67.6 mL, 446 mmol) were dissolved in 2-methyltetrahydrofuran (400 ml) and cooled to −40° C., under nitrogen. n-Butyl lithium (2.5M in hexane, 180 ml, 446 mmol) was added slowly maintaining the reaction temperature at <−25° C. throughout. The reaction mixture was stirred for an hour and allowed to warm to 0° C., after which 2,3-dimethylacetophenone (44.00 g, 297.00 mmol) was added whilst maintaining the reacti... Reactants: BrCC1=CC=NC2=C(C=CC=C12)Cl (4-Bromomethyl-8-chloroquinoline), [H-].[Na+] (sodium hydride), FC1=CC=C(C=C1)O (4-fluorophenol). Run in C1CCOC1 (THF). Conditions: time 15 minute. Product: FC1=CC=C(C=C1)OCC1=CC=NC2=C(C=CC=C12)Cl (4-((4-Fluorophenyloxy)methyl)-8-Chloroquinoline). The yield is 51.4%. As a reaction SMILES: Br[CH2:2][C:3]1[C:12]2[C:7](=[C:8]([Cl:13])[CH:9]=[CH:10][CH:11]=2)[N:6]=[CH:5][CH:4]=1.[H-].[Na+].[F:16][C:17]1[CH:22]=[CH:21][C:20]([OH:23])=[CH:19][CH:18]=1>C1COCC1>[F:16][C:17]1[CH:22]=[CH:21][C:20]([O:23][CH2:2][C:3]2[C:12]3[C:7](=[C:8]([Cl:13])[CH:9]=[CH:10][CH:11]=3)[N:6]=[CH:5][CH:4]=2)=[CH:19][CH:18]=1 |f:1.2|. Procedure details: 4-Bromomethyl-8-chloroquinoline (0.8 g, 3.11 mmol) was dissolved with stirring in dry THF (10 mls) and sodium hydride (0.15 g, 60% dispersion in mineral oil, 6.23 mmol) added. The mixture was stirred at room temperature for 15 minutes and 4-fluorophenol (0.52 g, 3.11 mmol) added. The mixture was stirred at room temperature overnight and worked up to provide the product (0.46 g, 51.2%) as a white solid, mp 144-5° C. Product: BrC1=CC=C(C=C1)N1CCC(CC1)=O (1-(4-Bromophenyl)piperidin-4-one). Reaction conditions: temperature 50 celsius. Reported procedure: A mixture of 8-(4-bromophenyl)-1,4-dioxa-8-azaspiro[4.5]decane (1.02 g) and half concentrated hydrochloric acid is heated for 12 hours at 50° C., poured on ice and aqueous NaOH solution (4 M) is added until pH ˜7-8. Then the mixture is extracted with ethylacetate and the organic phase is washed with brine and dried (MgSO4). The solvents are evaporated in vacuo to give the title compound. LC (method 2): tR=0.96 min; Mass spectrum (ESI+): m/z=254 [M+H]+. RXN SMILES: [Br:1][C:2]1[CH:7]=[CH:6][C:5]([N:8]2[CH2:17][CH2:16][C:11]3(OCC[O:12]3)[CH2:10][CH2:9]2)=[CH:4][CH:3]=1.Cl.[OH-].[Na+]>>[Br:1][C:2]1[CH:7]=[CH:6][C:5]([N:8]2[CH2:9][CH2:10][C:11](=[O:12])[CH2:16][CH2:17]2)=[CH:4][CH:3]=1 |f:2.3|. The reactants are BrC1=CC=C(C=C1)N1CCC2(OCCO2)CC1 (8-(4-bromophenyl)-1,4-dioxa-8-azaspiro[4.5]decane), Cl (hydrochloric acid), [OH-].[Na+] (NaOH).